Dataset: the Open Reaction Database (ORD), a public repository of structured organic reaction records. Task: describe an organic reaction: reactants, conditions, products, and yield Reactants: O (water), BrC1=C2C(N(C(=NC2=CC=C1)CCl)CC1=C(C=CC=C1)C(F)(F)F)=O (5-bromo-2-(chloromethyl)-3-(2-(trifluoromethyl)benzyl)quinazolin-4(3H)-one), IC1=NNC2=NC=NC(=C21)N (3-iodo-1H-pyrazolo[3,4-d]pyrimidin-4-amine), C([O-])([O-])=O.[K+].[K+] (potassium carbonate). The solvent is CN(C)C=O (DMF). Product: NC1=C2C(=NC=N1)N(N=C2I)CC2=NC1=CC=CC(=C1C(N2CC2=C(C=CC=C2)C(F)(F)F)=O)Br (2-((4-Amino-3-iodo-1H-pyrazolo[3,4-d]pyrimidin-1-yl)methyl)-5-bromo-3-(2-(trifluoromethyl)benzyl)quinazolin-4(3H)-one), Intermediate A. As a reaction SMILES: [Br:1][C:2]1[CH:11]=[CH:10][CH:9]=[C:8]2[C:3]=1[C:4](=[O:25])[N:5]([CH2:14][C:15]1[CH:20]=[CH:19][CH:18]=[CH:17][C:16]=1[C:21]([F:24])([F:23])[F:22])[C:6]([CH2:12]Cl)=[N:7]2.[I:26][C:27]1[C:35]2[C:30](=[N:31][CH:32]=[N:33][C:34]=2[NH2:36])[NH:29][N:28]=1.C(=O)([O-])[O-].[K+].[K+].O>CN(C=O)C>[NH2:36][C:34]1[N:33]=[CH:32][N:31]=[C:30]2[N:29]([CH2:12][C:6]3[N:5]([CH2:14][C:15]4[CH:20]=[CH:19][CH:18]=[CH:17][C:16]=4[C:21]([F:24])([F:23])[F:22])[C:4](=[O:25])[C:3]4[C:8](=[CH:9][CH:10]=[CH:11][C:2]=4[Br:1])[N:7]=3)[N:28]=[C:27]([I:26])[C:35]=12 |f:2.3.4|. Procedure details: To a solution of the quinazolinone, obtained as described above, (100 g, 90% pure, 210 mmol) and 3-iodo-1H-pyrazolo[3,4-d]pyrimidin-4-amine (50.4 g, 193 mmol) in DMF (600 mL) at RT was added potassium carbonate (80.0 g, 580 mmol) and after 18 hr the reaction mixture was poured into water (1.2 L). The resulting precipitate was collected by filtration, and was washed sequentially with water (500 mL), with EtOAc (600 mL) and finally with Et2O (400 mL). The resulting cake was dried in vacuo to affor... Starting materials: CCN, CCO, O=[N+]([O-])c1cnc2ccccc2c1Cl. The product is CCNc1c([N+](=O)[O-])cnc2ccccc12. As a reaction SMILES: [CH3:15][CH2:16][NH2:17].[CH3:18][CH2:19][OH:20].[Cl:1][c:2]1[c:3]([N+:12](=[O:13])[O-:14])[cH:4][n:5][c:6]2[cH:7][cH:8][cH:9][cH:10][c:11]12>>[c:2]1([NH:17][CH2:16][CH3:15])[c:3]([N+:12](=[O:13])[O-:14])[cH:4][n:5][c:6]2[cH:7][cH:8][cH:9][cH:10][c:11]12. Reactants: BrC=1C=C2C(=NC1)C(C1=C(CC2)C=C(C=C1)Cl)N1C[C@@H](N(CC1)C(=O)OC(C)(C)C)C(=O)O (1,1-dimethylethyl 4-(3-bromo-8-chloro-6,11-dihydro-5H-benzo[5,6] cyclohepta[ 1,2-b]pyridin-11-yl)-2(R)-carboxy-1-piperazinecarboxylate), Cl.CN(CCCN=C=NCC)C (1-(3-dimethylaminopropyl)-3-ethylcarbodiimide hydrochloride), ON1N=NC2=C1C=CC=C2 (1-hydroxybenzotriazole), CN1CCOCC1 (4-methylmorpholine). Run in CN(C)C=O (DMF). Product: BrC=1C=C2C(=NC1)C(C1=C(CC2)C=C(C=C1)Cl)N1C[C@@H](N(CC1)C(=O)OC(C)(C)C)C(=O)N1C(CCCC1)CCCN1C=NC=C1 (1,1-DIMETHYLETHYL 4-(3-BROMO-8-CHLORO-6,11-DIHYDRO-5H-BENZO[5,6]CYCLOHEPTA[1,2-b]PYRIDIN-11-YL)-2(R)-[[2-[3-(1H-IMIDAZOL-1-YL)PROPYL]-1-PIPERIDINYL]CARBONYL]-1-PIPERAZINECARBOXYLATE). RXN SMILES: [Br:1][C:2]1[CH:3]=[C:4]2[CH2:12][CH2:11][C:10]3[CH:13]=[C:14]([Cl:17])[CH:15]=[CH:16][C:9]=3[CH:8]([N:18]3[CH2:23][CH2:22][N:21]([C:24]([O:26][C:27]([CH3:30])([CH3:29])[CH3:28])=[O:25])[C@@H:20]([C:31]([OH:33])=O)[CH2:19]3)[C:5]2=[N:6][CH:7]=1.Cl.CN(C)[CH2:37][CH2:38][CH2:39][N:40]=[C:41]=[N:42][CH2:43][CH3:44].O[N:47]1[C:51]2C=[CH:53][CH:54]=[CH:55][C:50]=2N=N1.CN1CCOCC1>CN(C=O)C>[Br:1][C:2]1[CH:3]=[C:4]2[CH2:12][CH2:11][C:10]3[CH:13]=[C:14]([Cl:17])[CH:15]=[CH:16][C:9]=3[CH:8]([N:18]3[CH2:23][CH2:22][N:21]([C:24]([O:26][C:27]([CH3:28])([CH3:30])[CH3:29])=[O:25])[C@@H:20]([C:31]([N:47]4[CH2:53][CH2:54][CH2:55][CH2:50][CH:51]4[CH2:37][CH2:38][CH2:39][N:40]4[CH:44]=[CH:43][N:42]=[CH:41]4)=[O:33])[CH2:19]3)[C:5]2=[N:6][CH:7]=1 |f:1.2|. Procedure: 1,1-dimethylethyl 4-(3-bromo-8-chloro-6,11-dihydro-5H-benzo[5,6] cyclohepta[ 1,2-b]pyridin-11-yl)-2(R)-carboxy-1-piperazinecarboxylate (0.7225 g, 1.3 mmoles) (prepared as described in Preparative Example 6), the title compound from Preparative Example 8, Step B (0.3382 g, 1.7 mmoles), 1-(3-dimethylaminopropyl)-3-ethylcarbodiimide hydrochloride (0.3354 g, 1.7 mmoles), 1-hydroxybenzotriazole (0.2364 g, 1.7 mmoles) and 4-methylmorpholine (0.192 mL, 1.7 mmoles) were dissolved in anhydrous DMF (3 mL)... Reactants: FC(C=1C=C(C=CC1)C1=NSC(=C1N)C(=O)OC)(F)F (methyl 3-(3-trifluoromethylphenyl)-4-amino-5-isothiazolecarboxylate), N(=O)OCCC(C)C (isoamyl nitrite). As a reaction SMILES: [F:1][C:2]([F:20])([F:19])[C:3]1[CH:4]=[C:5]([C:9]2[C:13](N)=[C:12]([C:15]([O:17][CH3:18])=[O:16])[S:11][N:10]=2)[CH:6]=[CH:7][CH:8]=1.N(OCCC(C)C)=O>O1CCCC1>[F:20][C:2]([F:1])([F:19])[C:3]1[CH:4]=[C:5]([C:9]2[CH:13]=[C:12]([C:15]([O:17][CH3:18])=[O:16])[S:11][N:10]=2)[CH:6]=[CH:7][CH:8]=1. Product: FC(C=1C=C(C=CC1)C1=NSC(=C1)C(=O)OC)(F)F (methyl 3-(3-trifluoromethylphenyl)-5-isothiazolecarboxylate). Isolated yield 66.0%. Run in O1CCCC1 (tetrahydrofuran). Reported procedure: A solution of 4.5 g. of methyl 3-(3-trifluoromethylphenyl)-4-amino-5-isothiazolecarboxylate and 5.1 g. of isoamyl nitrite in 50 ml. of tetrahydrofuran was heated to reflux for one-half hour. The reaction mixture then was cooled, and the solvent was removed by evaporation under reduced pressure to provide a solid product which was crystallized from ethanol and water to give 2.8 g. (66% yield) of methyl 3-(3-trifluoromethylphenyl)-5-isothiazolecarboxylate. M.P. 82°-83° C. Reactants: Cl.Cl.Cl.S1C=CC=2C(=NC=CC21)N2CCN(CC2)CC[C@@H]2CC[C@H](CC2)N (trans-4-[2-(4-thieno[3,2-c]pyridin-4-yl-piperazin-1-yl)-ethyl]-cyclohexylamine trihydrochloride), Cl.Cl.Cl.S1C=CC=2C(=NC=CC21)N2CCN(CC2)CC[C@@H]2CC[C@H](CC2)N (trans-4-[2-(4-thieno[3,2-c]pyridin-4-yl-piperazin-1-yl)-ethyl]-cyclohexylamine trihydrochloride), O1CCC(CC1)C(=O)O (tetrahydropyran-4-ylcarboxylic acid). The product is S1C=CC=2C(=NC=CC21)N2CCN(CC2)CC[C@@H]2CC[C@H](CC2)NC(=O)C2CCOCC2 (Tetrahydro-pyran-4-carboxylic acid {trans-4-[2-(4-thieno[3,2-c]pyridin-4-yl-piperazin-1-yl)-ethyl]-cyclohexyl}-amide). RXN SMILES: Cl.Cl.Cl.[S:4]1[C:12]2[CH:11]=[CH:10][N:9]=[C:8]([N:13]3[CH2:18][CH2:17][N:16]([CH2:19][CH2:20][C@H:21]4[CH2:26][CH2:25][C@H:24]([NH2:27])[CH2:23][CH2:22]4)[CH2:15][CH2:14]3)[C:7]=2[CH:6]=[CH:5]1.[O:28]1[CH2:33][CH2:32][CH:31]([C:34](O)=[O:35])[CH2:30][CH2:29]1>>[S:4]1[C:12]2[CH:11]=[CH:10][N:9]=[C:8]([N:13]3[CH2:18][CH2:17][N:16]([CH2:19][CH2:20][C@H:21]4[CH2:26][CH2:25][C@H:24]([NH:27][C:34]([CH:31]5[CH2:32][CH2:33][O:28][CH2:29][CH2:30]5)=[O:35])[CH2:23][CH2:22]4)[CH2:15][CH2:14]3)[C:7]=2[CH:6]=[CH:5]1 |f:0.1.2.3|. Procedure: The title compound was prepared in analogy to example 4 starting from trans-4-[2-(4-thieno[3,2-e]pyridin-4-yl-piperazin-1-yl)-ethyl]-cyclohexylamine trihydrochloride (intermediate B) (150 mg, 0.33 mmol) and tetrahydropyran-4-ylcarboxylic acid (45 mg, 0.34 mmol). Purification by flash chromatography on silica gel (CH2Cl2/MeOH 95:5). White crystals (51 mg, 34%), MS (ISP) m/z=457.3 [(M+H)+]. The reactants are S(O)(O)(=O)=O (sulfuric acid), C(C)(C)(C)OC(=O)N(COC)C1=C(C=C(C=C1)C=1OC2=C(C(C1)=O)C(=C(C=C2F)F)NCCC=C(C)C)F (2-[4-[N-(tert-butoxycarbonyl)-N-methoxymethylamino]-3-fluorophenyl]-6,8-difluoro-5-(4-methyl-3-pentenylamino)-4H-1-benzopyran-4-one), O (Water). Solvent: C(C)O (ethanol). Conditions: time 18 hour. The product is NC1=C(C=C(C=C1)C=1OC2=C(C(C1)=O)C(=C(C=C2F)F)NCCC=C(C)C)F (2-(4-Amino-3-fluorophenyl)-6,8-difluoro-5-(4-methyl-3-pentenylamino)-4H-1-benzopyran-4-one). Isolated yield 69.0%. As a reaction SMILES: C(OC([N:8]([C:12]1[CH:17]=[CH:16][C:15]([C:18]2[O:19][C:20]3[C:28]([F:29])=[CH:27][C:26]([F:30])=[C:25]([NH:31][CH2:32][CH2:33][CH:34]=[C:35]([CH3:37])[CH3:36])[C:21]=3[C:22](=[O:24])[CH:23]=2)=[CH:14][C:13]=1[F:38])COC)=O)(C)(C)C.S(=O)(=O)(O)O.O>C(O)C>[NH2:8][C:12]1[CH:17]=[CH:16][C:15]([C:18]2[O:19][C:20]3[C:28]([F:29])=[CH:27][C:26]([F:30])=[C:25]([NH:31][CH2:32][CH2:33][CH:34]=[C:35]([CH3:36])[CH3:37])[C:21]=3[C:22](=[O:24])[CH:23]=2)=[CH:14][C:13]=1[F:38]. Reported procedure: 1.03 g (1.94 mmol) of the above 2-[4-[N-(tert-butoxycarbonyl)-N-methoxymethylamino]-3-fluorophenyl]-6,8-difluoro-5-(4-methyl-3-pentenylamino)-4H-1-benzopyran-4-one was dissolved in 80 mL of ethanol, 20 mL of 50% sulfuric acid was added and the mixture was stirred at room temperature for 18 hours. Water was added to the reaction solution and the mixture was extracted twice with ethyl acetate. The organic layer was washed once with an aqueous saturated solution of sodium bicarbonate, once with wat...